Dataset: the Open Reaction Database (ORD), a public repository of structured organic reaction records. Task: describe an organic reaction: reactants, conditions, products, and yield The reactants are O=C([O-])[O-], COCCOC, CCO, [Cs+], [Cs+], COc1c(C)cc(C2(c3cccc(Br)c3)N=C(N)c3c(F)cccc32)cc1CO, O, OB(O)c1cncnc1. Yields the product COc1c(C)cc(C2(c3cccc(-c4cncnc4)c3)N=C(N)c3c(F)cccc32)cc1CO. RXN SMILES: [C:39](=[O:40])([O-:41])[O-:42].[CH3:45][O:46][CH2:47][CH2:48][O:49][CH3:50].[CH3:51][CH2:52][OH:53].[Cs+:43].[Cs+:44].[NH2:1][C:2]1=[N:3][C:4]([c:12]2[cH:13][c:14]([Br:18])[cH:15][cH:16][cH:17]2)([c:19]2[cH:20][c:21]([CH3:29])[c:22]([O:27][CH3:28])[c:23]([CH2:25][OH:26])[cH:24]2)[c:5]2[cH:6][cH:7][cH:8][c:9]([F:11])[c:10]21.[OH2:54].[n:30]1[cH:31][n:32][cH:33][c:34]([B:36]([OH:37])[OH:38])[cH:35]1>>[NH2:1][C:2]1=[N:3][C:4]([c:12]2[cH:13][c:14](-[c:34]3[cH:33][n:32][cH:31][n:30][cH:35]3)[cH:15][cH:16][cH:17]2)([c:19]2[cH:20][c:21]([CH3:29])[c:22]([O:27][CH3:28])[c:23]([CH2:25][OH:26])[cH:24]2)[c:5]2[cH:6][cH:7][cH:8][c:9]([F:11])[c:10]21.